From a dataset of the Open Reaction Database (ORD), a public repository of structured organic reaction records. describe an organic reaction: reactants, conditions, products, and yield Starting materials: CC1=CN=C(C=2N1N=C(N2)CCC2=NC(=NN2C)N2CC(CC2)OC2OCCCC2)C (5,8-dimethyl-2-(2-(1-methyl-3-(3-(tetrahydro-2H-pyran-2-yloxy)pyrrolidin-1-yl)-1H-1,2,4-triazol-5-yl)ethyl)-[1,2,4]triazolo[1,5-a]pyrazine), O.C1(=CC=C(C=C1)S(=O)(=O)O)C (p-toluenesulfonic acid monohydrate), O.C1(=CC=C(C=C1)S(=O)(=O)O)C (p-toluenesulfonic acid monohydrate). Run in CO (methanol). Run at temperature 25 celsius, time 2 hour. Yields the product CC1=CN=C(C=2N1N=C(N2)CCC2=NC(=NN2C)N2CC(CC2)O)C (1-{5-[2-(5,8-dimethyl-[1,2,4]triazolo[1,5-a]pyrazin-2-yl)-ethyl]-1-methyl-1H-[1,2,4]triazol-3-yl}-pyrrolidin-3-ol). Yield: 8.5%. Reaction SMILES: [CH3:1][C:2]1[N:7]2[N:8]=[C:9]([CH2:11][CH2:12][C:13]3[N:17]([CH3:18])[N:16]=[C:15]([N:19]4[CH2:23][CH2:22][CH:21]([O:24]C5CCCCO5)[CH2:20]4)[N:14]=3)[N:10]=[C:6]2[C:5]([CH3:31])=[N:4][CH:3]=1.O.C1(C)C=CC(S(O)(=O)=O)=CC=1>CO>[CH3:1][C:2]1[N:7]2[N:8]=[C:9]([CH2:11][CH2:12][C:13]3[N:17]([CH3:18])[N:16]=[C:15]([N:19]4[CH2:23][CH2:22][CH:21]([OH:24])[CH2:20]4)[N:14]=3)[N:10]=[C:6]2[C:5]([CH3:31])=[N:4][CH:3]=1 |f:1.2|. Reported procedure: To a solution of 5,8-dimethyl-2-(2-(1-methyl-3-(3-(tetrahydro-2H-pyran-2-yloxy)pyrrolidin-1-yl)-1H-1,2,4-triazol-5-yl)ethyl)-[1,2,4]triazolo[1,5-a]pyrazine (30 mg, 70.3 μmol, Eq: 1.00) in methanol (3 ml) was added p-toluenesulfonic acid monohydrate (669 μg, 3.52 μmol, Eq: 0.05), the resulting mixture was stirred for 2 hours at 25° C. under nitrogen atmosphere→nearly no reaction, another portion of p-toluenesulfonic acid monohydrate (13.4 mg, 70.3 μmol, Eq: 1.00) was added, stirring at 25° C. was... The yield is 62.2%. Product: C1(=CC(=CC=C1)CC(CCC1N(C(CC1)=O)CCCCCCC#N)O[Si](C)(C)C(C)(C)C)C1=CC=CC=C1 (7-{2-[4-biphenyl-3-yl-3-(tert-butyl-dimethyl-silanyloxy)-butyl]-5-oxo-pyrrolidin-1-yl}-heptanenitrile). Reactants: C1(=CC(=CC=C1)CC(CCC1CCC(N1)=O)O[Si](C)(C)C(C)(C)C)C1=CC=CC=C1 (5-[4-biphenyl-3-yl-3-(tert-butyl-dimethyl-silanyloxy)-butyl]-pyrrolidin-2-one), C[Si](C)(C)[N-][Si](C)(C)C.[Na+] (NaHMDS), BrCCCCCCC#N (7-bromoheptanenitrile). As a reaction SMILES: [C:1]1([C:25]2[CH:30]=[CH:29][CH:28]=[CH:27][CH:26]=2)[CH:6]=[CH:5][CH:4]=[C:3]([CH2:7][CH:8]([O:17][Si:18]([C:21]([CH3:24])([CH3:23])[CH3:22])([CH3:20])[CH3:19])[CH2:9][CH2:10][CH:11]2[NH:15][C:14](=[O:16])[CH2:13][CH2:12]2)[CH:2]=1.C[Si]([N-][Si](C)(C)C)(C)C.[Na+].Br[CH2:42][CH2:43][CH2:44][CH2:45][CH2:46][CH2:47][C:48]#[N:49]>>[C:1]1([C:25]2[CH:26]=[CH:27][CH:28]=[CH:29][CH:30]=2)[CH:6]=[CH:5][CH:4]=[C:3]([CH2:7][CH:8]([O:17][Si:18]([C:21]([CH3:24])([CH3:23])[CH3:22])([CH3:20])[CH3:19])[CH2:9][CH2:10][CH:11]2[CH2:12][CH2:13][C:14](=[O:16])[N:15]2[CH2:42][CH2:43][CH2:44][CH2:45][CH2:46][CH2:47][C:48]#[N:49])[CH:2]=1 |f:1.2|. Procedure: Following the procedure described for Example 5, Step A, the anion derived from 5-[4-biphenyl-3-yl-3-(tert-butyl-dimethyl-silanyloxy)-butyl]-pyrrolidin-2-one (239.1 mg, 0.564 mmol) and NaHMDS (1M in THF, 0.67 mL, 0.67 mmol) was alkylated with 7-bromoheptanenitrile (118 mg, 0.620 mmol) at 70° C. for 24 h. Purification by medium pressure chromatography (CH2Cl2 to 1% MeOH in CH2Cl2 to 2% MeOH in CH2Cl2 to 4% MeOH in CH2Cl2) provided 7-{2-[4-biphenyl-3-yl-3-(tert-butyl-dimethyl-silanyloxy)-butyl]-5-... Reactants: C(C)/C(=C/C)/C1=CC(=C(C=C1)OC)OC (4-((1Z)-1-ethylprop-1-enyl)-1,2-dimethoxybenzene), O (H2O). Product: COC=1C=C(C=CC1OC)C(C(C)O)CC (3-(3,4-dimethoxyphenyl)pentan-2-ol). RXN SMILES: [CH2:1](/[C:3](/[C:6]1[CH:11]=[CH:10][C:9]([O:12][CH3:13])=[C:8]([O:14][CH3:15])[CH:7]=1)=[CH:4]/[CH3:5])[CH3:2].[OH2:16]>>[CH3:15][O:14][C:8]1[CH:7]=[C:6]([CH:3]([CH2:1][CH3:2])[CH:4]([OH:16])[CH3:5])[CH:11]=[CH:10][C:9]=1[O:12][CH3:13]. Reported procedure: Addition of H2O to 4-((1Z)-1-ethylprop-1-enyl)-1,2-dimethoxybenzene to yield 3-(3,4-dimethoxyphenyl)pentan-2-ol. The reactants are C(=O)=O (Carbon dioxide), [OH-].[Na+] (sodium hydroxide), Cl (hydrochloric acid), N1=CC=CC=C1 (pyridine), Cl.ClC=1C=C(C=CC1OC(C)C)NN (3-chloro-4-isopropoxyphenylhydrazine hydrochloride), ClC(=O)OCC (ethyl chloroformate), [OH-].[Na+] (sodium hydroxide). Yield: 182.6%. Conditions: temperature 85 celsius. RXN SMILES: Cl.[Cl:2][C:3]1[CH:4]=[C:5]([NH:13][NH2:14])[CH:6]=[CH:7][C:8]=1[O:9][CH:10]([CH3:12])[CH3:11].ClC([O:18][CH2:19]C)=O.[OH-].[Na+].Cl.C(=O)=O.[N:27]1[CH:32]=CC=C[CH:28]=1>C(O)C.O.C1(C)C=CC=CC=1>[CH3:28][N:27]([CH3:32])[C:19](=[O:18])[N:13]([C:5]1[CH:6]=[CH:7][C:8]([O:9][CH:10]([CH3:12])[CH3:11])=[C:3]([Cl:2])[CH:4]=1)[NH2:14] |f:0.1,3.4|. Yields the product CN(C(N(N)C1=CC(=C(C=C1)OC(C)C)Cl)=O)C (4,4-Dimethyl-2-(3-chloro-4-isopropoxyphenyl)semicarbazide). Procedure details: A reactor was charged with 1,457.5 g of 3-chloro-4-isopropoxyphenylhydrazine hydrochloride and 5.5 l of toluene to which was slowly added 971.7 g of pyridine while stirring at 10°-15° C. The temperature was lowered to 5°-10° C. and 667.3 g of ethyl chloroformate was added over about 3 hours. The resulting mixture was stirred at 10°-20° C. for 2 hours, was washed with water and dried over MgSO4, and after filtration, evaporated to 4 liters. This solution was slowly added over about 3 hours to a s... Run in C(C)O (ethanol), O (water), C1(=CC=CC=C1)C (toluene). RXN SMILES: [CH3:17][OH:18].[ClH:16].[Na+:15].[OH-:14].[OH:1][c:2]1[c:3]([C:10](=[O:11])[O:12][CH3:13])[n:4][c:5]([O:8][CH3:9])[cH:6][cH:7]1>>[OH:1][c:2]1[c:3]([C:10](=[O:11])[OH:12])[n:4][c:5]([O:8][CH3:9])[cH:6][cH:7]1. Product: COc1ccc(O)c(C(=O)O)n1. Reactants: CO, Cl, [Na+], [OH-], COC(=O)c1nc(OC)ccc1O. The reactants are C[O-].[Na+] (Sodium methoxide), C(C)(C)(C)OC(=O)N1CCC(CC1)N1N=CC=2C1=NC(=NC2Cl)Cl (4-(4,6-Dichloro-pyrazolo[3,4-d]pyrimidin-1-yl)-piperidine-1-carboxylic acid tert-butyl ester), C(C)(C)(C)OC(=O)N1CCC(CC1)N1N=CC=2C1=NC(=NC2Cl)Cl (4-(4,6-Dichloro-pyrazolo[3,4-d]pyrimidin-1-yl)-piperidine-1-carboxylic acid tert-butyl ester), CO (methanol). The product is C(C)(C)(C)OC(=O)N1CCC(CC1)N1N=CC=2C1=NC(=NC2OC)OC (4-(4,6-dimethoxy-pyrazolo[3,4-d]pyrimidin-1-yl)-piperidine-1-carboxylic acid tert-butyl ester). Reaction SMILES: [CH3:1][O-:2].[Na+].[C:4]([O:8][C:9]([N:11]1[CH2:16][CH2:15][CH:14]([N:17]2[C:21]3=[N:22][C:23](Cl)=[N:24][C:25](Cl)=[C:20]3[CH:19]=[N:18]2)[CH2:13][CH2:12]1)=[O:10])([CH3:7])([CH3:6])[CH3:5].[CH3:28][OH:29]>>[C:4]([O:8][C:9]([N:11]1[CH2:16][CH2:15][CH:14]([N:17]2[C:21]3=[N:22][C:23]([O:29][CH3:28])=[N:24][C:25]([O:2][CH3:1])=[C:20]3[CH:19]=[N:18]2)[CH2:13][CH2:12]1)=[O:10])([CH3:7])([CH3:6])[CH3:5] |f:0.1|. Reported procedure: Sodium methoxide (4 mmol) is added to a mixture of 4-(4,6-dichloro-pyrazolo[3,4-d]pyrimidin-1-yl)-piperidine-1-carboxylic acid tert-butyl ester (Intermediate 24; 1 mmol) in methanol. The resulting mixture is heated at reflux for 8 h and then cooled. The solvent is evaporated, and ethyl acetate and water are added. The organic layer is washed with water and brine, dried (magnesium sulfate), filtered, evaporated, and purified by flash chromatography on silica gel to give 4-(4,6-dimethoxy-pyrazolo[... Reactants: N#Cc1cc([N+](=O)[O-])c(N)cc1F, CN(C)C=O, O, c1c[nH]cn1. Product: N#Cc1cc([N+](=O)[O-])c(N)cc1-n1ccnc1. As a reaction SMILES: [NH2:1][c:2]1[cH:3][c:4]([F:13])[c:5]([C:6]#[N:7])[cH:8][c:9]1[N+:10](=[O:11])[O-:12].[O:19]=[CH:20][N:21]([CH3:22])[CH3:23].[OH2:24].[nH:14]1[cH:15][n:16][cH:17][cH:18]1>>[NH2:1][c:2]1[cH:3][c:4](-[n:14]2[cH:15][n:16][cH:17][cH:18]2)[c:5]([C:6]#[N:7])[cH:8][c:9]1[N+:10](=[O:11])[O-:12]. Starting materials: O.O.NC=1SC=C(N1)C(C(=O)O)=NOC(C)=O (2-(2-aminothiazole-4-yl)-2-acetoxyiminoacetic acid dihydrate). The solvent is CC(=O)C (acetone). Reaction conditions: temperature 55.5 celsius. Yields the product NC=1SC=C(N1)C(C(=O)O)=NOC(C)=O (2-(2-aminothiazole-4-yl)-2-acetoxyiminoacetic acid). Yield: 94.9%. RXN SMILES: O.O.[NH2:3][C:4]1[S:5][CH:6]=[C:7]([C:9](=[N:13][O:14][C:15](=[O:17])[CH3:16])[C:10]([OH:12])=[O:11])[N:8]=1>CC(C)=O>[NH2:3][C:4]1[S:5][CH:6]=[C:7]([C:9](=[N:13][O:14][C:15](=[O:17])[CH3:16])[C:10]([OH:12])=[O:11])[N:8]=1 |f:0.1.2|. Reported procedure: 2-(2-aminothiazole-4-yl)-2-acetoxyiminoacetic acid dihydrate (syn-isomer) (20.0 g) was suspended in acetone (200 ml) and stirred, and heated and refluxed at 55 to 56° C. for one hour. After the mixture was cooled to 5° C., the crystal was filtered and washed with acetone, and dried under reduced pressure to obtain 2-(2-aminothiazole-4-yl)-2-acetoxyiminoacetic acid anhydrous crystal (16.4 g).